Dataset: the Open Reaction Database (ORD), a public repository of structured organic reaction records. Task: describe an organic reaction: reactants, conditions, products, and yield The reactants are COC(=O)Cl, ClCCl, FC(F)(F)c1cc(CNC2CC(C3CC3)Nc3c(Br)cc(C(F)(F)F)cc32)cc(C(F)(F)F)c1, c1ccncc1. Product: COC(=O)N(Cc1cc(C(F)(F)F)cc(C(F)(F)F)c1)C1CC(C2CC2)Nc2c(Br)cc(C(F)(F)F)cc21. As a reaction SMILES: [Cl:41][C:42](=[O:43])[O:44][CH3:45].[Cl:46][CH2:47][Cl:48].[F:1][C:2]([c:3]1[cH:4][c:5]([CH2:6][NH:7][CH:8]2[CH2:9][CH:10]([CH:23]3[CH2:24][CH2:25]3)[NH:11][c:12]3[c:13]([Br:22])[cH:14][c:15]([C:18]([F:19])([F:20])[F:21])[cH:16][c:17]32)[cH:26][c:27]([C:29]([F:30])([F:31])[F:32])[cH:28]1)([F:33])[F:34].[cH:35]1[cH:36][cH:37][n:38][cH:39][cH:40]1>>[F:1][C:2]([c:3]1[cH:4][c:5]([CH2:6][N:7]([CH:8]2[CH2:9][CH:10]([CH:23]3[CH2:24][CH2:25]3)[NH:11][c:12]3[c:13]([Br:22])[cH:14][c:15]([C:18]([F:19])([F:20])[F:21])[cH:16][c:17]32)[C:42](=[O:43])[O:44][CH3:45])[cH:26][c:27]([C:29]([F:30])([F:31])[F:32])[cH:28]1)([F:33])[F:34]. Reactants: O=C([O-])[O-], CCOCC, CC1(C)OB(c2cn[nH]c2)OC1(C)C, CCOC(C)=O, C[Si](C)(C)CCOCn1ccc2c(Cl)ncnc21, [K+], [K+], CN(C)C=O, O, c1ccc(P(c2ccccc2)(c2ccccc2)[Pd](P(c2ccccc2)(c2ccccc2)c2ccccc2)(P(c2ccccc2)(c2ccccc2)c2ccccc2)P(c2ccccc2)(c2ccccc2)c2ccccc2)cc1. Product: C[Si](C)(C)CCOCn1ccc2c(-c3cn[nH]c3)ncnc21. RXN SMILES: [C:38](=[O:39])([O-:40])[O-:41].[CH2:128]([O:129][CH2:130][CH3:131])[CH3:132].[CH3:19][C:20]1([CH3:21])[C:22]([CH3:23])([CH3:24])[O:25][B:26]([c:27]2[cH:28][n:29][nH:30][cH:31]2)[O:32]1.[CH3:45][CH2:46][O:47][C:48](=[O:49])[CH3:50].[Cl:1][c:2]1[c:3]2[c:4]([n:5][cH:6][n:7]1)[n:8]([CH2:11][O:12][CH2:13][CH2:14][Si:15]([CH3:16])([CH3:17])[CH3:18])[cH:9][cH:10]2.[K+:42].[K+:43].[O:33]=[CH:34][N:35]([CH3:36])[CH3:37].[OH2:44].[cH:51]1[cH:52][cH:53][c:54]([P:55]([Pd:56]([P:57]([c:58]2[cH:59][cH:60][cH:61][cH:62][cH:63]2)([c:64]2[cH:65][cH:66][cH:67][cH:68][cH:69]2)[c:70]2[cH:71][cH:72][cH:73][cH:74][cH:75]2)([P:76]([c:77]2[cH:78][cH:79][cH:80][cH:81][cH:82]2)([c:83]2[cH:84][cH:85][cH:86][cH:87][cH:88]2)[c:89]2[cH:90][cH:91][cH:92][cH:93][cH:94]2)[P:95]([c:96]2[cH:97][cH:98][cH:99][cH:100][cH:101]2)([c:102]2[cH:103][cH:104][cH:105][cH:106][cH:107]2)[c:108]2[cH:109][cH:110][cH:111][cH:112][cH:113]2)([c:114]2[cH:115][cH:116][cH:117][cH:118][cH:119]2)[c:120]2[cH:121][cH:122][cH:123][cH:124][cH:125]2)[cH:126][cH:127]1>>[c:2]1(-[c:27]2[cH:28][nH:29][n:30][cH:31]2)[c:3]2[c:4]([n:5][cH:6][n:7]1)[n:8]([CH2:11][O:12][CH2:13][CH2:14][Si:15]([CH3:16])([CH3:17])[CH3:18])[cH:9][cH:10]2. The reactants are C1(=CC=CC=C1)C1=NOC(=C1C(F)(F)F)C1=NOC2=C1COC=1C=C(C=CC12)CO ((3-(3-phenyl-4-(trifluoromethyl)isoxazol-5-yl)-4H-chromeno[3,4-d]isoxazol-7-yl)methanol), CC(=O)OI1(C=2C=CC=CC2C(=O)O1)(OC(=O)C)OC(=O)C (Dess-Martin Periodinane). Solvent: ClCCl (dichloromethane). Reaction conditions: time 30 minute. Product: C1(=CC=CC=C1)C1=NOC(=C1C(F)(F)F)C1=NOC2=C1COC=1C=C(C=CC12)C=O (3-(3-phenyl-4-(trifluoromethyl)isoxazol-5-yl)-4H-chromeno[3,4-d]isoxazole-7-carbaldehyde). The yield is 100.0%. Reaction SMILES: [C:1]1([C:7]2[C:11]([C:12]([F:15])([F:14])[F:13])=[C:10]([C:16]3[C:20]4[CH2:21][O:22][C:23]5[CH:24]=[C:25]([CH2:29][OH:30])[CH:26]=[CH:27][C:28]=5[C:19]=4[O:18][N:17]=3)[O:9][N:8]=2)[CH:6]=[CH:5][CH:4]=[CH:3][CH:2]=1.CC(OI1(OC(C)=O)(OC(C)=O)OC(=O)C2C=CC=CC1=2)=O>ClCCl>[C:1]1([C:7]2[C:11]([C:12]([F:15])([F:14])[F:13])=[C:10]([C:16]3[C:20]4[CH2:21][O:22][C:23]5[CH:24]=[C:25]([CH:29]=[O:30])[CH:26]=[CH:27][C:28]=5[C:19]=4[O:18][N:17]=3)[O:9][N:8]=2)[CH:6]=[CH:5][CH:4]=[CH:3][CH:2]=1. Procedure details: To a solution of (3-(3-phenyl-4-(trifluoromethyl)isoxazol-5-yl)-4H-chromeno[3,4-d]isoxazol-7-yl)methanol (Preparation 60H, 0.027 g, 0.065 mmol) in dichloromethane (2.0 mL) at room temperature was added Dess-Martin Periodinane (0.030 g, 0.072 mmol). The reaction mixture was stirred for 30 min. The reaction was quenched with a 1:1 mixture of saturated aqueous sodium thiosulfate and saturated aqueous sodium bicarbonate (˜2.0 mL), extracted with dichloromethane (2×), and the combined organic layers ... Reactants: C(C)(C)(C)OC(=O)N=C(NC1=CC=C(C(=O)N2CCN(CC2)S(=O)(=O)C2=CC3=CC=C(C=C3C=C2)Cl)C=C1)NC(=O)OC(C)(C)C (1-[4-(2,3-di-tert-butoxycarbonylguanidino)benzoyl]-4-(6-chloronaphthalene-2-sulfonyl)piperazine), Cl (hydrochloric acid), CCOCC (ether). Run in C(C)(=O)OCC (ethyl acetate). Reaction conditions: time 3 hour. The product is Cl.N(C(=N)N)C1=CC=C(C(=O)N2CCN(CC2)S(=O)(=O)C2=CC3=CC=C(C=C3C=C2)Cl)C=C1 (1-(4-Guanidinobenzoyl)-4-(6-chloronaphthalene-2-sulfonyl)piperazine hydrochloride). The yield is 171.2%. Reaction SMILES: C(OC([N:8]=[C:9]([NH:39]C(OC(C)(C)C)=O)[NH:10][C:11]1[CH:38]=[CH:37][C:14]([C:15]([N:17]2[CH2:22][CH2:21][N:20]([S:23]([C:26]3[CH:35]=[CH:34][C:33]4[C:28](=[CH:29][CH:30]=[C:31]([Cl:36])[CH:32]=4)[CH:27]=3)(=[O:25])=[O:24])[CH2:19][CH2:18]2)=[O:16])=[CH:13][CH:12]=1)=O)(C)(C)C.Cl.CCOCC>C(OCC)(=O)C>[ClH:36].[NH:10]([C:11]1[CH:12]=[CH:13][C:14]([C:15]([N:17]2[CH2:22][CH2:21][N:20]([S:23]([C:26]3[CH:35]=[CH:34][C:33]4[C:28](=[CH:29][CH:30]=[C:31]([Cl:36])[CH:32]=4)[CH:27]=3)(=[O:24])=[O:25])[CH2:19][CH2:18]2)=[O:16])=[CH:37][CH:38]=1)[C:9]([NH2:39])=[NH:8] |f:4.5|. Procedure details: To 1-[4-(2,3-di-tert-butoxycarbonylguanidino)benzoyl]-4-(6-chloronaphthalene-2-sulfonyl)piperazine (295 mg) was added 4 N hydrochloric acid in ethyl acetate solution (20 ml) and the solution was allowed to stand at room temperature for 3 hours, to which was added ether. The precipitate was filtered, washed with ether and dried to give a colorless solid of the title compound (191 mg). Starting materials: O[C@H]1[C@H](C(=CC=C1)Br)O ((+/-)-cis-1,2-Dihydroxy-3-bromocyclohexa-3,5-diene), CCCCCC (hexane), C(C)(C)O (isopropanol). Run in C1(=CC=CC=C1)C (toluene). The product is O[C@H]1[C@H](C(=CC=C1)Br)O ((-)-cis-1,2-Dihydroxy-3-bromocyclohexa-3,5-diene), BrC1=CC=CC=C1 (bromobenzene). RXN SMILES: [OH:1][C@@H:2]1[CH:7]=[CH:6][CH:5]=[C:4]([Br:8])[C@@H:3]1[OH:9].C(O)(C)C.CCCCCC>C1(C)C=CC=CC=1>[OH:1][C@@H:2]1[CH:7]=[CH:6][CH:5]=[C:4]([Br:8])[C@@H:3]1[OH:9].[Br:8][C:4]1[CH:5]=[CH:6][CH:7]=[CH:2][CH:3]=1. Procedure: The resolved 3-substituted cis-diol (12) (Scheme 5, R1 =Br) was prepared by separation of (11), prepared as shown in Example 9, on a chiral phase HPLC column Chiralcel OJ (Daicel Industries), isopropanol (10) : hexane (90) (HPLC, Boyd, et al., J. Chem. Soc. Chem. Commun., 1993, p. 974), (-) isomer r.t.=20.1 min., (+) isomer r.t.=21.5 min., α=1.15. The identity of the (+) isomer was determined by co-injection of the authentic compound produced by reaction of bromobenzene with toluene dioxygenase....